This data is from the Open Reaction Database (ORD), a public repository of structured organic reaction records. The task is: describe an organic reaction: reactants, conditions, products, and yield The reactants are C(Br)(Br)(Br)Br (carbon tetrabromide), C(C)C=1C=CC=C2C=CC=C(C12)CO ((8-ethyl-naphthalen-1-yl)-methanol), C1(=CC=CC=C1)P(C1=CC=CC=C1)C1=CC=CC=C1 (triphenylphosphine). Solvent: ClCCl (dichloromethane), ClCCl (dichloromethane). Conditions: time 8 hour. The product is BrCC1=CC=CC2=CC=CC(=C12)CC (1-bromomethyl-8-ethyl-naphthalene). Yield: 65.9%. As a reaction SMILES: [CH2:1]([C:3]1[CH:4]=[CH:5][CH:6]=[C:7]2[C:12]=1[C:11]([CH2:13]O)=[CH:10][CH:9]=[CH:8]2)[CH3:2].C(Br)(Br)(Br)[Br:16].C1(P(C2C=CC=CC=2)C2C=CC=CC=2)C=CC=CC=1>ClCCl>[Br:16][CH2:13][C:11]1[C:12]2[C:7](=[CH:6][CH:5]=[CH:4][C:3]=2[CH2:1][CH3:2])[CH:8]=[CH:9][CH:10]=1. Procedure details: A solution of (8-ethyl-naphthalen-1-yl)-methanol (760 mg) in dichloromethane (15 ml) was cooled to 0° C. and treated with carbon tetrabromide (2.03 g). A solution of triphenylphosphine (1.28 g) in dichloromethane (15 ml) was added dropwise. The reaction mixture was stirred at r.t. overnight, then concentrated. The crude product was purified by column chromatography (silica gel; cyclohexane→cyclohexane/EtOAc 4:1) to give 1-bromomethyl-8-ethyl-naphthalene (670 mg) as light yellow liquid.